Dataset: the Open Reaction Database (ORD), a public repository of structured organic reaction records. Task: describe an organic reaction: reactants, conditions, products, and yield Reactants: CN(C)C(=O)Oc2ccc1ccccc1c2 (substrate), CCO[Si](OCC)(OCC)c1ccc(OC)cc1 (effective_coupling_partner). The reagents and catalysts are dcype. Run at temperature 120 celsius, time 12 hour. Product: COc3ccc(c2ccc1ccccc1c2)cc3. The reactants are C(C)(C)(C)OC(=O)NCC(=O)O (t-butoxycarbonyl- glycine), TEA, C1CCC(CC1)N=C=NC2CCCCC2 (DCC), C(C)N (ethylamine), Cl (HCl). Run in CN(C)C=O (DMF). Conditions: time 3 day. Yields the product C(C)(C)(C)OC(=O)NCC(=O)NCC ((CH3)3COC(O)NHCH2C(O)NHCH2CH3). RXN SMILES: [C:1]([O:5][C:6]([NH:8][CH2:9][C:10]([OH:12])=O)=[O:7])([CH3:4])([CH3:3])[CH3:2].[CH2:13]([NH2:15])[CH3:14].Cl.C1CCC(N=C=NC2CCCCC2)CC1>CN(C=O)C>[C:1]([O:5][C:6]([NH:8][CH2:9][C:10]([NH:15][CH2:13][CH3:14])=[O:12])=[O:7])([CH3:2])([CH3:3])[CH3:4]. Procedure details: t-butoxycarbonyl- glycine (3 g), ethylamine.HCl (1.39 g), TEA (1.72 g), Hobt (2.3 g) and dry DMF (100 ml) were combined and DCC (3.5 g) was added. The mixture was stirred for three days at room temperature under nitrogen, then filtered and evaporated to dryness. 6 g of material was recovered. This material was subjected to column chromatography eluting with a gradient of ethyl acetate to ethyl acetate/methanol (1:1) providing 4.01 g of (CH3)3COC(O)NHCH2C(O)NHCH2CH3.